From a dataset of the Open Reaction Database (ORD), a public repository of structured organic reaction records. describe an organic reaction: reactants, conditions, products, and yield Procedure: Following the procedure from a previous publication (0. V. Branytska et al., J. Org. Chem., 68, 9510-12 (2003)), a 350 ml heavy wall pressure vessel fitted with a stir bar was charged with p-dimethoxybenzene (20.00 g, 144.7 mmol), iodine (18.37 g, 72.37 mmol), oxidation catalyst H5PV2Mo10O40.34H2O (T. Onoda et al., U.S. Pat. No. 4,146,574 (Mar. 27, 1979)) (3.40 g, 1.45 mmol), and acetonitrile (1.8 M). The vessel was degassed via the freeze-pump-thaw method (2 times) and warmed to room temperatur... RXN SMILES: [CH3:1][O:2][C:3]1[CH:8]=[CH:7][C:6]([O:9][CH3:10])=[CH:5][CH:4]=1.[I:11]I>C(#N)C>[I:11][C:7]1[CH:8]=[C:3]([O:2][CH3:1])[CH:4]=[CH:5][C:6]=1[O:9][CH3:10]. The product is IC1=C(C=CC(=C1)OC)OC (2-iodo-1,4-dimethoxybenzene). Conditions: time 12 hour. Run in C(C)#N (acetonitrile). Starting materials: COC1=CC=C(C=C1)OC (p-dimethoxybenzene), II (iodine), product 8. The reactants are C(C)(C)(C)[Si](OC(CC#C)C1(CCC1)CCC)(C)C (tert-Butyldimethyl-[1-(1-propylcyclobutyl)but-3-ynyloxy]silane), IN1C(CCC1=O)=O (N-iodosuccinimide). The reagents and catalysts are [H-].[Cl-].C1(C=CC=C1)[Zr+2]C1C=CC=C1 (Bis(cyclopentadienyl)zirconiumchloride hydride). Run in C(Cl)Cl (CH2Cl2). Conditions: time 0.5 hour. Yields the product C(C)(C)(C)[Si](C)(C)OC(CC=CI)C1(CCC1)CCC (tert-Butyl-[4-iodo-1-(propylcyclobutyl)but-3-enyloxy]dimethylsilane). Isolated yield 74.6%. RXN SMILES: [C:1]([Si:5]([CH3:19])([CH3:18])[O:6][CH:7]([C:11]1([CH2:15][CH2:16][CH3:17])[CH2:14][CH2:13][CH2:12]1)[CH2:8][C:9]#[CH:10])([CH3:4])([CH3:3])[CH3:2].[I:20]N1C(=O)CCC1=O>C(Cl)Cl.[H-].[Cl-].C1([Zr+2]C2C=CC=C2)C=CC=C1>[C:1]([Si:5]([O:6][CH:7]([C:11]1([CH2:15][CH2:16][CH3:17])[CH2:14][CH2:13][CH2:12]1)[CH2:8][CH:9]=[CH:10][I:20])([CH3:19])[CH3:18])([CH3:3])([CH3:4])[CH3:2] |f:3.4.5|. Procedure: Bis(cyclopentadienyl)zirconiumchloride hydride (3.1 g, 12.0 mmol) was added to a solution of alkyne 5 (1.7 g, 3.94 mmol) in CH2Cl2 (20 mL) at 23° C. After 0.5 h N-iodosuccinimide (2.6 g, 12.0 mmol) was added. The reaction was stirred for 0.5 h, concentrated in vacuo and the residue was diluted with pentane and washed with saturated aqueous sodium bisulfite. The organic portion was dried (Na2SO4), filtered and concentrated in vacuo. Purification of the residue by FCC (silica gel, 100% pentane) ga...